From a dataset of the Open Reaction Database (ORD), a public repository of structured organic reaction records. describe an organic reaction: reactants, conditions, products, and yield Reactants: C(=O)(O)[O-].[Na+] (NaHCO3), N(C(=N)N)C1=CC=C(C(=O)O)C=C1 (4-guanidinobenzoic acid), C(=O)([O-])[O-].[K+].[K+] (K2CO3), ClC=1C=CC2=C(NC(CC(C2=O)=CN(C)C)=O)C1 (8-chloro-4-dimethylaminomethylene-3,4-dihydro-1H-benzo[b]azepine-2,5-dione). Solvent: CCO (EtOH), CN(C)C=O (DMF). The product is ClC=1C=CC2=C(NC(CC3=C2N=C(N=C3)NC3=CC=C(C(=O)O)C=C3)=O)C1 (4-(9-Chloro-6-oxo-6,7-dihydro-5H-benzo[b]pyrimido[4,5-d]azepin-2-ylamino)-benzoic acid). As a reaction SMILES: C([O-])(O)=O.[Na+].C([O-])([O-])=O.[K+].[K+].[Cl:12][C:13]1[CH:14]=[CH:15][C:16]2[C:22](=O)[C:21](=[CH:24]N(C)C)[CH2:20][C:19](=[O:28])[NH:18][C:17]=2[CH:29]=1.[NH:30]([C:34]1[CH:42]=[CH:41][C:37]([C:38]([OH:40])=[O:39])=[CH:36][CH:35]=1)[C:31]([NH2:33])=[NH:32]>CCO.CN(C=O)C>[Cl:12][C:13]1[CH:14]=[CH:15][C:16]2[C:22]3[N:32]=[C:31]([NH:30][C:34]4[CH:42]=[CH:41][C:37]([C:38]([OH:40])=[O:39])=[CH:36][CH:35]=4)[N:33]=[CH:24][C:21]=3[CH2:20][C:19](=[O:28])[NH:18][C:17]=2[CH:29]=1 |f:0.1,2.3.4|. Procedure details: In a manner similar to method I (DMF and NaHCO3 were used in place of EtOH and K2CO3), 8-chloro-4-dimethylaminomethylene-3,4-dihydro-1H-benzo[b]azepine-2,5-dione (v-j) and 4-guanidinobenzoic acid were converted to I-3 (68%): HRMS Calcd. for C19H13ClN4O3: 381.0754, Found 381.0721. The reactants are C1CO1 (Ethylene oxide), NC=1C=C(C(=O)OC)C=CC1 (methyl 3-aminobenzoate), C(C)(=O)O (acetic acid). The solvent is O (water). Run at temperature 0 celsius, time 1 hour. Yields the product OCCN(CCO)C=1C=C(C(=O)OC)C=CC1 (Methyl 3-((N,N-bis-(2-hydroxyethyl)amino))benzoate). RXN SMILES: [CH2:1]1[O:3][CH2:2]1.[NH2:4][C:5]1[CH:6]=[C:7]([CH:12]=[CH:13][CH:14]=1)[C:8]([O:10][CH3:11])=[O:9].[C:15](O)(=[O:17])[CH3:16]>O>[OH:17][CH2:15][CH2:16][N:4]([C:5]1[CH:6]=[C:7]([CH:12]=[CH:13][CH:14]=1)[C:8]([O:10][CH3:11])=[O:9])[CH2:2][CH2:1][OH:3]. Procedure: Ethylene oxide (16 mL, 330 mmol) was added rapidly via a cold syringe to a solution of methyl 3-aminobenzoate (5.0g, 33 mmol), glacial acetic acid (40 mL), and water (40 mL) with stirring at 0 ° C. under nitrogen beneath a dry ice/acetone condenser. After 1 h, the cold bath was removed and the reaction stirred for 43 h at room temperature. Water was added, and the mixture neutralized by adding solid sodium bicarbonate portionwise. After a series of EtOAc/H2O extractions, the crude product was is... Starting materials: Brc1nccs1, Oc1ccccc1OCc1ccccc1, CN(C)C=O. Product: c1ccc(COc2ccccc2-c2nccs2)cc1. As a reaction SMILES: [Br:16][c:17]1[s:18][cH:19][cH:20][n:21]1.[CH2:1]([c:2]1[cH:3][cH:4][cH:5][cH:6][cH:7]1)[O:8][c:9]1[c:10]([OH:15])[cH:11][cH:12][cH:13][cH:14]1.[O:22]=[CH:23][N:24]([CH3:25])[CH3:26]>>[CH2:1]([c:2]1[cH:3][cH:4][cH:5][cH:6][cH:7]1)[O:8][c:9]1[c:10](-[c:17]2[s:18][cH:19][cH:20][n:21]2)[cH:11][cH:12][cH:13][cH:14]1. Reactants: NC=1OC2=C(N1)C=CC(=C2)CO (2-amino-6-hydroxymethylbenzoxazole), S(=O)(Cl)Cl (thionyl chloride). The solvent is ClCCl (dichloromethane). Conditions: time 4.5 hour. The product is Cl.NC=1OC2=C(N1)C=CC(=C2)CCl (2-amino-6-chloromethylbenzoxazole hydrochloride). Reaction SMILES: [NH2:1][C:2]1[O:3][C:4]2[CH:10]=[C:9]([CH2:11]O)[CH:8]=[CH:7][C:5]=2[N:6]=1.S(Cl)([Cl:15])=O>ClCCl>[ClH:15].[NH2:1][C:2]1[O:3][C:4]2[CH:10]=[C:9]([CH2:11][Cl:15])[CH:8]=[CH:7][C:5]=2[N:6]=1 |f:3.4|. Procedure: The mixture of 2-amino-6-hydroxymethylbenzoxazole (0.5 g) and thionyl chloride (0.66 ml) in dichloromethane (5 ml) was stirred for 4.5 hours under ice-cooling. The isolated precipitate was collected by filtration, washed with diethyl ether and dried to give 2-amino-6-chloromethylbenzoxazole hydrochloride (0.57 g). The reactants are FC1=CC=C(C=C1)NCC(=O)OCC (ethyl 2-((4-fluorophenyl)amino)acetate), C(C)(=O)Cl (acetyl chloride), O (Water). Solvent: C1CCOC1 (THF). Conditions: time 8 hour. The product is FC1=CC=C(C=C1)N(C(C)=O)CC(=O)OCC (ethyl 2-(N-(4-fluorophenyl)acetamido)acetate). RXN SMILES: [F:1][C:2]1[CH:7]=[CH:6][C:5]([NH:8][CH2:9][C:10]([O:12][CH2:13][CH3:14])=[O:11])=[CH:4][CH:3]=1.[C:15](Cl)(=[O:17])[CH3:16].O>C1COCC1>[F:1][C:2]1[CH:3]=[CH:4][C:5]([N:8]([CH2:9][C:10]([O:12][CH2:13][CH3:14])=[O:11])[C:15](=[O:17])[CH3:16])=[CH:6][CH:7]=1. Reported procedure: To a solution of 2-((4-fluorophenyl)amino)acetate (1) (6.68 g, 33.9 mmol) in THF (84 mL) was added acetyl chloride (2.88 mL, 40.6 mmol) and the reaction was stirred overnight at room temperature. Water was added and the reaction was extracted with ethyl acetate. The combined organic layers were dried over sodium sulfate, filtered and concentrated in vacuo to yield ethyl 2-(N-(4-fluorophenyl)acetamido)acetate (2) as an orange solid. Reactants: ClC1=C(C(=CC(=C1)OCC=C(Cl)Cl)Cl)O (2,6-dichloro-4-(3,3-dichloro-2-propenyloxy)phenol), C1(=CC=CC=C1)O (phenol), ClC=1C=C(C=CC1OCC)O (3-chlorophenetyl alcohol), C1(=CC=CC=C1)P(C1=CC=CC=C1)C1=CC=CC=C1 (triphenylphosphine), CC(C)OC(=O)/N=N/C(=O)OC(C)C (diisopropylazodicarboxylate). The solvent is O1CCCC1 (tetrahydrofuran), O1CCCC1 (tetrahydrofuran). The yield is 81.0%. Product: ClC=1C=C(C=C(C1OCCC1=CC(=CC=C1)Cl)Cl)OCC=C(Cl)Cl (3,5-dichloro-1-(3,3-dichloro-2-propenyloxy)-4-(2-(3-chlorophenyl)ethoxy)benzene). Reaction conditions: time 24 hour. Reaction SMILES: [Cl:1][C:2]1[CH:7]=[C:6]([O:8][CH2:9][CH:10]=[C:11]([Cl:13])[Cl:12])[CH:5]=[C:4]([Cl:14])[C:3]=1[OH:15].[C:16]1(O)C=CC=C[CH:17]=1.[Cl:23][C:24]1[CH:25]=[C:26](O)[CH:27]=[CH:28][C:29]=1OCC.C1(P(C2C=CC=CC=2)C2C=CC=CC=2)C=CC=CC=1.CC(OC(/N=N/C(OC(C)C)=O)=O)C>O1CCCC1>[Cl:1][C:2]1[CH:7]=[C:6]([O:8][CH2:9][CH:10]=[C:11]([Cl:13])[Cl:12])[CH:5]=[C:4]([Cl:14])[C:3]=1[O:15][CH2:16][CH2:17][C:26]1[CH:27]=[CH:28][CH:29]=[C:24]([Cl:23])[CH:25]=1. Reported procedure: To a solution of 0.30 g of 2,6-dichloro-4-(3,3-dichloro-2-propenyloxy)phenol, phenol, 0.16 g of 3-chlorophenetyl alcohol and 0.27 g of triphenylphosphine dissolved in 10 ml of tetrahydrofuran was added dropwise a solution of 0.21 g of diisopropylazodicarboxylate dissolved in 5 ml of tetrahydrofuran, while stirring at room temperature. After siring at room temperature for 24 hours, the reaction mixture was concentrated to obtain a residue. The residue was subjected to silica gel chromatography, w... Starting materials: O=S(=O)(Cl)c1ccc(C(F)(F)F)cc1, Fc1ccc(C2CCCN2)cc1. Product: O=S(=O)(c1ccc(C(F)(F)F)cc1)N1CCCC1c1ccc(F)cc1. As a reaction SMILES: [F:13][C:14]([c:15]1[cH:16][cH:17][c:18]([S:21](=[O:22])(=[O:23])[Cl:24])[cH:19][cH:20]1)([F:25])[F:26].[F:1][c:2]1[cH:3][cH:4][c:5]([CH:8]2[NH:9][CH2:10][CH2:11][CH2:12]2)[cH:6][cH:7]1>>[F:1][c:2]1[cH:3][cH:4][c:5]([CH:8]2[N:9]([S:21]([c:18]3[cH:17][cH:16][c:15]([C:14]([F:13])([F:25])[F:26])[cH:20][cH:19]3)(=[O:22])=[O:23])[CH2:10][CH2:11][CH2:12]2)[cH:6][cH:7]1. RXN SMILES: [C:10]([CH3:11])([CH3:12])([CH3:13])[O:14][C:15](=[O:16])[NH:17][CH2:18][CH2:19][CH2:20][CH2:21][CH2:22][C:23](=[O:24])[OH:25].[CH2:1]([CH2:2][c:3]1[cH:4][cH:5][cH:6][cH:7][cH:8]1)[NH2:9].[CH3:37][N:38]([CH3:39])[CH2:40][CH2:41][CH2:42][N:43]=[C:44]=[N:45][CH2:46][CH3:47].[CH3:48][N:49]([CH3:50])[CH:51]=[O:52].[ClH:36].[OH:26][n:27]1[c:28]2[cH:29][cH:30][cH:31][cH:32][c:33]2[n:34][n:35]1>>[CH2:1]([CH2:2][c:3]1[cH:4][cH:5][cH:6][cH:7][cH:8]1)[NH:9][C:23]([CH2:22][CH2:21][CH2:20][CH2:19][CH2:18][NH:17][C:15]([O:14][C:10]([CH3:11])([CH3:12])[CH3:13])=[O:16])=[O:24]. Yields the product CC(C)(C)OC(=O)NCCCCCC(=O)NCCc1ccccc1. Reactants: CC(C)(C)OC(=O)NCCCCCC(=O)O, NCCc1ccccc1, CCN=C=NCCCN(C)C, CN(C)C=O, Cl, On1nnc2ccccc21.